Dataset: the Open Reaction Database (ORD), a public repository of structured organic reaction records. Task: describe an organic reaction: reactants, conditions, products, and yield The reactants are C[Si](C)(C)c1ccc(Br)cc1, [Li]CCCC, C1CCOC1, CCCCCC, CN(C)C=O. Product: C[Si](C)(C)c1ccc(C=O)cc1. RXN SMILES: [Br:1][c:2]1[cH:3][cH:4][c:5]([Si:8]([CH3:9])([CH3:10])[CH3:11])[cH:6][cH:7]1.[CH2:12]([Li:13])[CH2:14][CH2:15][CH3:16].[CH2:28]1[O:29][CH2:30][CH2:31][CH2:32]1.[CH3:17][CH2:18][CH2:19][CH2:20][CH2:21][CH3:22].[O:23]=[CH:24][N:25]([CH3:26])[CH3:27]>>[c:2]1([CH:24]=[O:23])[cH:3][cH:4][c:5]([Si:8]([CH3:9])([CH3:10])[CH3:11])[cH:6][cH:7]1. Reactants: O[C@H]1CN(CC[C@@H]1CNCC1=CC=CC=C1)C(=O)OC(C)(C)C (1,1-dimethyl-ethyl (3R-trans)-3-hydroxy-4-[[(phenylmethyl)amino]methyl]-1-piperidinecarboxylate), [H][H] (hydrogen). The reagents and catalysts are [Pd] (palladium-on-carbon). Run in CO (methanol). Yields the product NC[C@@H]1[C@H](CN(CC1)C(=O)OC(C)(C)C)O (1,1-dimethylethyl(3R-trans)-4-(aminomethyl)-3-hydroxy-1-piperidinecarboxylate). RXN SMILES: [OH:1][C@@H:2]1[C@@H:7]([CH2:8][NH:9]CC2C=CC=CC=2)[CH2:6][CH2:5][N:4]([C:17]([O:19][C:20]([CH3:23])([CH3:22])[CH3:21])=[O:18])[CH2:3]1.[H][H]>CO.[Pd]>[NH2:9][CH2:8][C@H:7]1[CH2:6][CH2:5][N:4]([C:17]([O:19][C:20]([CH3:22])([CH3:21])[CH3:23])=[O:18])[CH2:3][C@@H:2]1[OH:1]. Procedure: A mixture of intermediate (60) (0.016 mol) in methanol (150 ml) was hydrogenated with palladium-on-carbon (10%, 2 g) as a catalyst at a temperature of 50° C. After uptake of hydrogen (1 equivalent) the catalyst was filtered off and the filtrate was evaporated, yielding 1,1-dimethylethyl(3R-trans)-4-(aminomethyl)-3-hydroxy-1-piperidinecarboxylate (intermediate 61). Reactants: NC[C@@H]1[C@H]2C[C@H]2CN1C(=O)C=1N=C(SC1C1=CC(=CC=C1)Cl)C (((1S,2S,5R)-2-Aminomethyl-3-aza-bicyclo[3.1.0]hex-3-yl)-[5-(3-chloro-phenyl)-2-methyl-thiazol-4-yl]-methanone), N1N=C(C2=CC=CC=C12)C(=O)O (1H-Indazole-3-carboxylic acid). The product is ClC=1C=C(C=CC1)C1=C(N=C(S1)C)C(=O)N1[C@@H]([C@H]2C[C@H]2C1)CNC(=O)C1=NNC2=CC=CC=C12 (1H-Indazole-3-carboxylic Acid{(1S,2S,5R)-3-[5-(3-chloro-phenyl)-2-methyl-thiazole-4-carbonyl]-3-aza-bicyclo[3.1.0]hex-2-ylmethyl}-amide). RXN SMILES: [NH2:1][CH2:2][C@H:3]1[N:8]([C:9]([C:11]2[N:12]=[C:13]([CH3:23])[S:14][C:15]=2[C:16]2[CH:21]=[CH:20][CH:19]=[C:18]([Cl:22])[CH:17]=2)=[O:10])[CH2:7][C@H:6]2[C@@H:4]1[CH2:5]2.[NH:24]1[C:32]2[C:27](=[CH:28][CH:29]=[CH:30][CH:31]=2)[C:26]([C:33](O)=[O:34])=[N:25]1>>[Cl:22][C:18]1[CH:17]=[C:16]([C:15]2[S:14][C:13]([CH3:23])=[N:12][C:11]=2[C:9]([N:8]2[CH2:7][C@H:6]3[C@H:4]([CH2:5]3)[C@H:3]2[CH2:2][NH:1][C:33]([C:26]2[C:27]3[C:32](=[CH:31][CH:30]=[CH:29][CH:28]=3)[NH:24][N:25]=2)=[O:34])=[O:10])[CH:21]=[CH:20][CH:19]=1. Procedure: prepared by reaction of ((1S,2S,5R)-2-Aminomethyl-3-aza-bicyclo[3.1.0]hex-3-yl)-[5-(3-chloro-phenyl)-2-methyl-thiazol-4-yl]-methanone with 1H-Indazole-3-carboxylic acid. LC-MS (basic): tR=0.87 min; [M+H]+=492.3. Reactants: Cc1nc2ccc(C(=O)O)cc2n1Cc1ccccc1Cl, C1=C(C2=NNCCCCCCCC2)CCCCCCCCC1, CN(C)C=O, NS(=O)(=O)c1ccc([N+](=O)[O-])cc1. Yields the product Cc1nc2ccc(C(=O)NS(=O)(=O)c3ccc([N+](=O)[O-])cc3)cc2n1Cc1ccccc1Cl. Reaction SMILES: [C:1](=[O:2])([OH:3])[c:4]1[cH:5][cH:6][c:7]2[c:8]([n:9]([CH2:13][c:14]3[c:15]([Cl:20])[cH:16][cH:17][cH:18][cH:19]3)[c:10]([CH3:12])[n:11]2)[cH:21]1.[C:35]1([C:36]2=[CH:46][CH2:45][CH2:44][CH2:43][CH2:42][CH2:41][CH2:40][CH2:39][CH2:38][CH2:37]2)=[N:56][NH:55][CH2:54][CH2:53][CH2:52][CH2:51][CH2:50][CH2:49][CH2:48][CH2:47]1.[CH3:57][N:58]([CH3:59])[CH:60]=[O:61].[N+:22](=[O:23])([O-:24])[c:25]1[cH:26][cH:27][c:28]([S:31](=[O:32])(=[O:33])[NH2:34])[cH:29][cH:30]1>>[C:1](=[O:3])([c:4]1[cH:5][cH:6][c:7]2[c:8]([n:9]([CH2:13][c:14]3[c:15]([Cl:20])[cH:16][cH:17][cH:18][cH:19]3)[c:10]([CH3:12])[n:11]2)[cH:21]1)[NH:34][S:31]([c:28]1[cH:27][cH:26][c:25]([N+:22](=[O:23])[O-:24])[cH:30][cH:29]1)(=[O:32])=[O:33]. RXN SMILES: [CH2:21]([CH2:22][CH2:23][CH3:24])[NH:25][CH2:26][CH3:27].[CH3:28][S:29]([CH3:30])=[O:31].[Cl:1][c:2]1[c:3]([CH3:20])[c:4]([N:9]([c:10]2[c:11]([CH3:18])[cH:12][c:13]([CH3:17])[cH:14][c:15]2[CH3:16])[CH3:19])[n:5][c:6]([CH3:8])[n:7]1>>[c:2]1([N:25]([CH2:21][CH2:22][CH2:23][CH3:24])[CH2:26][CH3:27])[c:3]([CH3:20])[c:4]([N:9]([c:10]2[c:11]([CH3:18])[cH:12][c:13]([CH3:17])[cH:14][c:15]2[CH3:16])[CH3:19])[n:5][c:6]([CH3:8])[n:7]1. Starting materials: CCCCNCC, CS(C)=O, Cc1cc(C)c(N(C)c2nc(C)nc(Cl)c2C)c(C)c1. Yields the product CCCCN(CC)c1nc(C)nc(N(C)c2c(C)cc(C)cc2C)c1C. The reactants are Nc1cc(Br)nc(Br)c1, O=[N+]([O-])O, O=S(=O)(O)O. Yields the product O=[N+]([O-])Nc1cc(Br)nc(Br)c1. Reaction SMILES: [Br:1][c:2]1[n:3][c:4]([Br:9])[cH:5][c:6]([NH2:8])[cH:7]1.[OH:10][N+:11]([O-:12])=[O:13].[S:14](=[O:15])(=[O:16])([OH:17])[OH:18]>>[Br:1][c:2]1[n:3][c:4]([Br:9])[cH:5][c:6]([NH:8][N+:11](=[O:10])[O-:12])[cH:7]1. The reactants are S(=O)([O-])[O-].[Na+].[Na+] (sodium sulfite), starch, ClC=1C=C(CN2C(C=3C(=CN=C(C3CC2)C(=O)OCC)O)=O)C=CC1F (ethyl 6-(3-chloro-4-fluorobenzyl)-4-hydroxy-5-oxo-5,6,7,8-tetrahydro-2,6-naphthyridine-1-carboxylate), OO (hydrogen peroxide), resultant solution. Solvent: C(C)(=O)O (acetic acid). Reaction conditions: temperature 100 celsius. Product: ClC=1C=C(CN2C(C3=C(C=[N+](C(=C3CC2)C(=O)OCC)[O-])O)=O)C=CC1F (Ethyl 6-(3-chloro-4-fluorobenzyl)-4-hydroxy-5-oxo-5,6,7,8-tetrahydro-2,6-naphthyridine-1-carboxylate 2-oxide). Reaction SMILES: [Cl:1][C:2]1[CH:3]=[C:4]([CH:23]=[CH:24][C:25]=1[F:26])[CH2:5][N:6]1[CH2:15][CH2:14][C:13]2[C:12]([C:16]([O:18][CH2:19][CH3:20])=[O:17])=[N:11][CH:10]=[C:9]([OH:21])[C:8]=2[C:7]1=[O:22].OO.S([O-])([O-])=[O:30].[Na+].[Na+]>C(O)(=O)C>[Cl:1][C:2]1[CH:3]=[C:4]([CH:23]=[CH:24][C:25]=1[F:26])[CH2:5][N:6]1[CH2:15][CH2:14][C:13]2[C:8](=[C:9]([OH:21])[CH:10]=[N+:11]([O-:30])[C:12]=2[C:16]([O:18][CH2:19][CH3:20])=[O:17])[C:7]1=[O:22] |f:2.3.4|. Reported procedure: A mixture of ethyl 6-(3-chloro-4-fluorobenzyl)-4-hydroxy-5-oxo-5,6,7,8-tetrahydro-2,6-naphthyridine-1-carboxylate (22 g, 58 mmol), glacial acetic acid (500 mL), and hydrogen peroxide (65.8 mL, 30% by weight in water) was heated at 100° C. for four hours. The resultant solution was cooled in an ice bath to 25° C. and treated with saturated aqueous sodium sulfite solution while keeping the reaction mixture below 40° C. When starch paper test showed complete consumption of residual peroxide, the so...